This data is from the Open Reaction Database (ORD), a public repository of structured organic reaction records. The task is: describe an organic reaction: reactants, conditions, products, and yield Starting materials: C(C)OC(=O)N1CCN(CC1)C([C@H](CCC(=O)OC(C)(C)C)NC(=O)C1=NN(C(=C1)OCC(=O)OCC)C1=CC(=CC=C1)OC)=O (4-((S)-4-tert-Butoxycarbonyl-2-{[5-ethoxycarbonylmethoxy-1-(3-methoxy-phenyl)-1H-pyrazole-3-carbonyl]-amino}-butyryl)-piperazine-1-carboxylic acid ethyl ester), C1(=CC=CC=C1)C (toluene). Run in C(Cl)Cl (DCM), C(=O)(C(F)(F)F)O (TFA). The product is C(C)OC(=O)N1CCN(CC1)C([C@H](CCC(=O)O)NC(=O)C1=NN(C(=C1)OCC(=O)OCC)C1=CC(=CC=C1)OC)=O (4-((S)-4-Carboxy-2-{[5-ethoxycarbonylmethoxy-1-(3-methoxy-phenyl)-1H-pyrazole-3-carbonyl]-amino}-butyryl)-piperazine-1-carboxylic acid ethyl ester). Reaction SMILES: [CH2:1]([O:3][C:4]([N:6]1[CH2:11][CH2:10][N:9]([C:12](=[O:46])[C@@H:13]([NH:23][C:24]([C:26]2[CH:30]=[C:29]([O:31][CH2:32][C:33]([O:35][CH2:36][CH3:37])=[O:34])[N:28]([C:38]3[CH:43]=[CH:42][CH:41]=[C:40]([O:44][CH3:45])[CH:39]=3)[N:27]=2)=[O:25])[CH2:14][CH2:15][C:16]([O:18]C(C)(C)C)=[O:17])[CH2:8][CH2:7]1)=[O:5])[CH3:2].C1(C)C=CC=CC=1>C(Cl)Cl.C(O)(C(F)(F)F)=O>[CH2:1]([O:3][C:4]([N:6]1[CH2:11][CH2:10][N:9]([C:12](=[O:46])[C@@H:13]([NH:23][C:24]([C:26]2[CH:30]=[C:29]([O:31][CH2:32][C:33]([O:35][CH2:36][CH3:37])=[O:34])[N:28]([C:38]3[CH:43]=[CH:42][CH:41]=[C:40]([O:44][CH3:45])[CH:39]=3)[N:27]=2)=[O:25])[CH2:14][CH2:15][C:16]([OH:18])=[O:17])[CH2:8][CH2:7]1)=[O:5])[CH3:2]. Reported procedure: To a solution of 90 mg of 4-((S)-4-tert-Butoxycarbonyl-2-{[5-ethoxycarbonylmethoxy-1-(3-methoxy-phenyl)-1H-pyrazole-3-carbonyl]-amino}-butyryl)-piperazine-1-carboxylic acid ethyl ester in 3 ml of DCM, 0.3 ml of TFA was added at RT. After 4 h 20 ml of toluene was added and the solvents were removed under reduced pressure. The residue was purified by preparative HPLC (C18 reverse phase column, elution with a water/MeCN gradient with 0.1% TFA). The fractions containing the product were evaporated a... The reactants are C(C)(=O)C=1C=C(C=CC1)N(S(=O)(=O)C)CC (N-(3-acetyl-phenyl)-N-ethyl-methanesulfonamide), COC(N(C)C)OC (N,N-dimethylformamide dimethylacetal), resultant solution. The solvent is C(C)(=O)OCC.CO (ethyl acetate methanol). Product: CN(C=CC(=O)C=1C=C(C=CC1)N(S(=O)(=O)C)CC)C (N-[3-[3-(dimethylamino)-1-oxo-2-propenyl]phenyl]-N-ethyl-methanesulfonamide). Yield: 88.6%. Reaction SMILES: [C:1]([C:4]1[CH:5]=[C:6]([N:10]([CH2:15][CH3:16])[S:11]([CH3:14])(=[O:13])=[O:12])[CH:7]=[CH:8][CH:9]=1)(=[O:3])[CH3:2].CO[CH:19](OC)[N:20]([CH3:22])[CH3:21]>C(OCC)(=O)C.CO>[CH3:19][N:20]([CH3:22])[CH:21]=[CH:2][C:1]([C:4]1[CH:5]=[C:6]([N:10]([CH2:15][CH3:16])[S:11]([CH3:14])(=[O:12])=[O:13])[CH:7]=[CH:8][CH:9]=1)=[O:3] |f:2.3|. Procedure: 1.1 g (4.56 mmol) of N-(3-acetyl-phenyl)-N-ethyl-methanesulfonamide were dissolved in 10 ml of N,N-dimethylformamide dimethylacetal and the resultant solution was refluxed for 18 hours. The excess of volatile reagent was removed by reduced pressure distillation to yield a crude which was chromatographied over silica gel using a gradient of ethyl acetate/methanol as eluent. 1.2 g of N-[3-[3-(dimethylamino)-1-oxo-2-propenyl]phenyl]-N-ethyl-methanesulfonamide as a yellowish-white solid were obtaine... The reactants are FC1=CC=C(C=C1)CC1C(C=2C=C(C=NC2CC1)C)O (5,6,7,8-Tetrahydro-6-((4-fluorophenyl)methyl)-5-hydroxy-3-methylquinoline), S(=O)(Cl)Cl (thionyl chloride). Conditions: time 3 hour. Yields the product ClC1C=2C=C(C=NC2CCC1CC1=CC=C(C=C1)F)C (5,6,7,8-tetrahydro-5-chloro-6-(4-fluorophenyl)methyl-3-methylquinoline). RXN SMILES: [F:1][C:2]1[CH:7]=[CH:6][C:5]([CH2:8][CH:9]2[CH2:18][CH2:17][C:16]3[N:15]=[CH:14][C:13]([CH3:19])=[CH:12][C:11]=3[CH:10]2O)=[CH:4][CH:3]=1.S(Cl)([Cl:23])=O>>[Cl:23][CH:10]1[CH:9]([CH2:8][C:5]2[CH:6]=[CH:7][C:2]([F:1])=[CH:3][CH:4]=2)[CH2:18][CH2:17][C:16]2[N:15]=[CH:14][C:13]([CH3:19])=[CH:12][C:11]1=2. Reported procedure: 5,6,7,8-Tetrahydro-6-((4-fluorophenyl)methyl-5-hydroxy-3-methylquinoline (2.4 g prepared according to Example 13) was dissolved in thionyl chloride (15 ml) and left to stir for 3 hours. The solvent was evaporated the residue diluted with water. The aqueous solution was basified with solid K2CO3 and extracted into ethyl acetate. The organic solution was dried (Na2SO4) and evaporated to give 5,6,7,8-tetrahydro-5-chloro-6-(4-fluorophenyl)methyl-3-methylquinoline (2.13 g). This was dissolved in THF ... As a reaction SMILES: [OH:1][C@H:2]1[CH2:6][N:5]([CH2:7][C:8]2[CH:13]=[CH:12][CH:11]=[C:10]([C:14]([F:17])([F:16])[F:15])[CH:9]=2)[C@@H:4]([C:18]([O-:20])=O)[CH2:3]1.[Li+].Cl.[NH2:23][C:24]1([C:27]2[CH:36]=[CH:35][C:30]([C:31]([O:33][CH3:34])=[O:32])=[CH:29][CH:28]=2)C[CH2:25]1>>[OH:1][C@H:2]1[CH2:6][N:5]([CH2:7][C:8]2[CH:13]=[CH:12][CH:11]=[C:10]([C:14]([F:15])([F:16])[F:17])[CH:9]=2)[C@@H:4]([C:18]([NH:23][C@H:24]([C:27]2[CH:36]=[CH:35][C:30]([C:31]([O:33][CH3:34])=[O:32])=[CH:29][CH:28]=2)[CH3:25])=[O:20])[CH2:3]1 |f:0.1,2.3|. Starting materials: amides, O[C@@H]1C[C@@H](N(C1)CC1=CC(=CC=C1)C(F)(F)F)C(=O)[O-].[Li+] (lithium (2R,4R)-4-hydroxy-1-(3-(trifluoromethyl)benzyl)pyrrolidine-2-carboxylate), Cl.NC1(CC1)C1=CC=C(C(=O)OC)C=C1 (methyl 4-(1-aminocyclopropyl)benzoate hydrochloride). Reported procedure: The title compound (D35) (10.3 mg) was prepared according to the general procedure for amides preparation starting from lithium (2R,4R)-4-hydroxy-1-(3-(trifluoromethyl)benzyl)pyrrolidine-2-carboxylate (D15) (11.7 mg, 0.054 mmol) and methyl 4-(1-aminocyclopropyl)benzoate hydrochloride (27.2 mg, 0.054 mmol). Isolated yield 42.3%. Product: O[C@@H]1C[C@@H](N(C1)CC1=CC(=CC=C1)C(F)(F)F)C(=O)N[C@@H](C)C1=CC=C(C(=O)OC)C=C1 (methyl 4-((S)-1-((2R,4R)-4-hydroxy-1-(3-(trifluoromethyl)benzyl)pyrrolidine-2-carboxamido)ethyl)benzoate). Reactants: C(C)OC(CC1=CC(=CC=C1)OC1=C(C=C(C=C1)Br)CBr)=O ([3-(4-Bromo-2-bromomethyl-phenoxy)-phenyl]-acetic acid ethyl ester), N1C(CCC1)=O (2-pyrrolidinone), [H-].[Na+] (Sodium hydride). The solvent is O1CCOCC1 (1,4-dioxane). Run at time 2 hour. Product: C(C)OC(CC1=CC(=CC=C1)OC1=C(C=C(C=C1)Br)CN1C(CCC1)=O)=O ({3-[4-Bromo-2-(2-oxo-pyrrolidin-1-ylmethyl)-phenoxy]-phenyl}-acetic acid ethyl ester). As a reaction SMILES: [CH2:1]([O:3][C:4](=[O:22])[CH2:5][C:6]1[CH:11]=[CH:10][CH:9]=[C:8]([O:12][C:13]2[CH:18]=[CH:17][C:16]([Br:19])=[CH:15][C:14]=2[CH2:20]Br)[CH:7]=1)[CH3:2].[NH:23]1[CH2:27][CH2:26][CH2:25][C:24]1=[O:28].[H-].[Na+]>O1CCOCC1>[CH2:1]([O:3][C:4](=[O:22])[CH2:5][C:6]1[CH:11]=[CH:10][CH:9]=[C:8]([O:12][C:13]2[CH:18]=[CH:17][C:16]([Br:19])=[CH:15][C:14]=2[CH2:20][N:23]2[CH2:27][CH2:26][CH2:25][C:24]2=[O:28])[CH:7]=1)[CH3:2] |f:2.3|. Procedure: [3-(4-Bromo-2-bromomethyl-phenoxy)-phenyl]-acetic acid ethyl ester (0.15 g, 0.35 mmol) and 2-pyrrolidinone (0.05 g, 0.53 mmol) were combined in 1,4-dioxane (10 mL). Sodium hydride (60% in mineral oil; 0.03 g, 0.7 mmol) was added, and the reaction was stirred at room temperature for 2 hours to give the title compound, which was used as a crude solution in the hydrolysis step.